Task: describe an organic reaction: reactants, conditions, products, and yield. Dataset: the Open Reaction Database (ORD), a public repository of structured organic reaction records Starting materials: BrC1=C(C(=CC(=C1)Cl)F)C1=NN=NN1 (5-(2-bromo-4-chloro-6-fluorophenyl)-1H-tetrazole), C([O-])([O-])=O.[K+].[K+] (potassium carbonate), IC (iodomethane). Run in CN(C)C=O (DMF). Conditions: time 3 hour. Yields the product BrC1=C(C(=CC(=C1)Cl)F)C=1N=NN(N1)C (5-(2-Bromo-4-chloro-6-fluorophenyl)-2-methyl-2H-tetrazole). Reaction SMILES: [Br:1][C:2]1[CH:7]=[C:6]([Cl:8])[CH:5]=[C:4]([F:9])[C:3]=1[C:10]1[NH:14][N:13]=[N:12][N:11]=1.[C:15](=O)([O-])[O-].[K+].[K+].IC>CN(C=O)C>[Br:1][C:2]1[CH:7]=[C:6]([Cl:8])[CH:5]=[C:4]([F:9])[C:3]=1[C:10]1[N:11]=[N:12][N:13]([CH3:15])[N:14]=1 |f:1.2.3|. Procedure: A mixture of the above tetrazole (16.0 g, 57.7 mmol), potassium carbonate (12.0 g, 86.5 mol), and iodomethane (11.5 g, 80.7 mol) in 15 mL DMF was stirred at room temperature for 3 hours. The mixture was partitioned between ethyl acetate and water, and the organic extract was washed with water and brine, dried over Na2SO4, filtered and concentrated under vacuum. The residue was subjected to silica gel chromatography eluted with 0-10% ethyl acetate in hexanes to provide the title compound that gav... Reactants: CC(C)(C)OC(=O)NCC1=C(CC(=O)O)CC=CC1, [H][H], [NH4+], [OH-], [Pd]. The product is CC(C)(C)OC(=O)NCC1=C(CC(=O)O)CCCC1. RXN SMILES: [C:1]([CH3:2])([CH3:3])([CH3:4])[O:5][C:6](=[O:7])[NH:8][CH2:9][C:10]1=[C:11]([CH2:16][C:17](=[O:18])[OH:19])[CH2:12][CH:13]=[CH:14][CH2:15]1.[H:20][H:21].[NH4+:22].[OH-:23].[Pd:24]>>[C:1]([CH3:2])([CH3:3])([CH3:4])[O:5][C:6](=[O:7])[NH:8][CH2:9][C:10]1=[C:11]([CH2:16][C:17](=[O:18])[OH:19])[CH2:12][CH2:13][CH2:14][CH2:15]1. Reactants: C(C1=CC=CC=C1)N1CC(CC1)(OC)CNCCC1=CC=CC=C1 (1-benzyl-3-benzylmethylaminomethyl-3-methoxypyrrolidine). Reagents/catalysts: [Pd] (Pd). The solvent is CO (methanol), Cl (hydrochloric acid). Product: COC1(CNCC1)CNC (3-Methoxy-3-methylaminomethylpyrrolidine). RXN SMILES: C([N:8]1[CH2:12][CH2:11][C:10]([CH2:15][NH:16][CH2:17]CC2C=CC=CC=2)([O:13][CH3:14])[CH2:9]1)C1C=CC=CC=1>CO.Cl.[Pd]>[CH3:14][O:13][C:10]1([CH2:15][NH:16][CH3:17])[CH2:11][CH2:12][NH:8][CH2:9]1. Procedure: 8.4 g (20 mmol) of 80% strength 1-benzyl-3-benzylmethylaminomethyl-3-methoxypyrrolidine are dissolved in 100 of methanol, 4.4 ml of concentrated hydrochloric acid are added and the mixture is hydrogenated on 4 g of 10% strength Pd/active carbon at 80° C. and 120 bar. The catalyst is filtered off, the solution is concentrated, a solution of 3 g of KOH in 50 ml of methanol are added, KCl is filtered off and the solution is concentrated. The residue is taken up in CHCl3 again, the mixture is filter... Starting materials: C1(=CC=CC=C1)S(=O)(=O)N1C=CC=2C1=NC=C(C2Cl)[N+](=O)[O-] (1-Benzenesulfonyl-4-chloro-5-nitro-1H-pyrrolo[2,3-b]pyridine), C(C)(C)N(CC)C(C)C (diisopropylethylamine), C(C1=CC=CC=C1)OC(=O)N1CC(CCC1)(C)N (3-Amino-3-methyl-piperidine-1-carboxylic acid benzyl ester), C1(=CC=CC=C1)S(=O)(=O)N1C=CC=2C1=NC=C(C2Cl)[N+](=O)[O-] (1-Benzenesulfonyl-4-chloro-5-nitro-1H-pyrrolo[2,3-b]pyridine). Solvent: C(CCC)O (n-butanol). Yields the product C(C1=CC=CC=C1)OC(=O)N1CC(CCC1)(C)NC1=C2C(=NC=C1[N+](=O)[O-])N(C=C2)S(=O)(=O)C2=CC=CC=C2 (3-(1-Benzenesulfonyl-5-nitro-1H-pyrrolo[2,3-b]pyridin-4-ylamino)-3-methyl-piperidine-1-carboxylic acid benzyl ester). Isolated yield 42.8%. Reaction SMILES: [C:1]1([S:7]([N:10]2[C:14]3=[N:15][CH:16]=[C:17]([N+:20]([O-:22])=[O:21])[C:18](Cl)=[C:13]3[CH:12]=[CH:11]2)(=[O:9])=[O:8])[CH:6]=[CH:5][CH:4]=[CH:3][CH:2]=1.C(N(C(C)C)CC)(C)C.[CH2:32]([O:39][C:40]([N:42]1[CH2:47][CH2:46][CH2:45][C:44]([NH2:49])([CH3:48])[CH2:43]1)=[O:41])[C:33]1[CH:38]=[CH:37][CH:36]=[CH:35][CH:34]=1>C(O)CCC>[CH2:32]([O:39][C:40]([N:42]1[CH2:47][CH2:46][CH2:45][C:44]([NH:49][C:18]2[C:17]([N+:20]([O-:22])=[O:21])=[CH:16][N:15]=[C:14]3[N:10]([S:7]([C:1]4[CH:6]=[CH:5][CH:4]=[CH:3][CH:2]=4)(=[O:9])=[O:8])[CH:11]=[CH:12][C:13]=23)([CH3:48])[CH2:43]1)=[O:41])[C:33]1[CH:38]=[CH:37][CH:36]=[CH:35][CH:34]=1. Procedure details: To a solution of 1-Benzenesulfonyl-4-chloro-5-nitro-1H-pyrrolo[2,3-b]pyridine (580 mg, 1.7 mmol) in n-butanol (20 mL) were added diisopropylethylamine (DIPEA) (1.4 mL, 8.4 mmol) and 3-Amino-3-methyl-piperidine-1-carboxylic acid benzyl ester (420 mg, 1.7 mmol). The mixture was heated to reflux overnight, and LCMS showed 1-Benzenesulfonyl-4-chloro-5-nitro-1H-pyrrolo[2,3-b]pyridine consumed. The reaction mixture was purified by column chromatography (eluting with 30˜35% ethyl acetate in hexane) to ... Reactants: C(C)(=O)OCC(=O)N1NCCN2C1=C(C(=N2)C2=CC=C(C=C2)F)C2=CC=NC=C2 (2-acetoxyacetyl-7-(4-fluorophenyl)-8-(pyridin-4-yl)-1,2,3,4-tetrahydropyrazolo[5,1-c][1,2,4]triazine), [OH-].[Na+] (sodium hydroxide). Run in C(C)O (ethanol). The product is FC1=CC=C(C=C1)C1=NN2C(N(NCC2)C(CO)=O)=C1C1=CC=NC=C1 (7-(4-fluorophenyl)- 2-hydroxyacetyl-8-(pyridin-4-yl)-1,2,3,4-tetrahydropyrazolo[5,1-c][1,2,4]triazine). Yield: 29.8%. As a reaction SMILES: C([O:4][CH2:5][C:6]([N:8]1[C:13]2=[C:14]([C:24]3[CH:29]=[CH:28][N:27]=[CH:26][CH:25]=3)[C:15]([C:17]3[CH:22]=[CH:21][C:20]([F:23])=[CH:19][CH:18]=3)=[N:16][N:12]2[CH2:11][CH2:10][NH:9]1)=[O:7])(=O)C.[OH-].[Na+]>C(O)C>[F:23][C:20]1[CH:19]=[CH:18][C:17]([C:15]2[C:14]([C:24]3[CH:25]=[CH:26][N:27]=[CH:28][CH:29]=3)=[C:13]3[N:8]([C:6](=[O:7])[CH2:5][OH:4])[NH:9][CH2:10][CH2:11][N:12]3[N:16]=2)=[CH:22][CH:21]=1 |f:1.2|. Reported procedure: A mixture of 2-acetoxyacetyl-7-(4-fluorophenyl)-8-(pyridin-4-yl)-1,2,3,4-tetrahydropyrazolo[5,1-c][1,2,4]triazine (75 mg, 0.190 mmol) and an aqueous sodium hydroxide solution (1N, 0.38 ml, 0.380 mmol) in ethanol (1.5 ml) was stirred for 30 minutes at ambient temperature. After dilution of an aqueous saturated ammonium chloride solution, the mixture was extracted with ethyl acetate. The extracts were dried over sodium sulfate, and concentrated in vacuo. The residue was purified by chromatography ... The reactants are ClCCC1N(CCCC1)S(=O)(=O)C1=CC=CC2=CC=CC=C12 (2-(2-Chloroethyl)-1-(naphthalene-1-sulfonyl)piperidine), [I-].[Na+] (sodium iodide), C([O-])([O-])=O.[K+].[K+] (potassium carbonate), N1=C(C=CC=C1)N1CCNCC1 (1-(2-pyridyl)piperazine). Solvent: C(C)#N (acetonitrile). The product is C1(=CC=CC2=CC=CC=C12)S(=O)(=O)N1C(CCCC1)CCN1CCN(CC1)C1=NC=CC=C1 (1-(2-[1-(Naphthalene-1-sulfonyl)-piperidin-2-yl]-ethyl)-4-pyrid-2-yl piperazine). Yield: 87.0%. Reaction SMILES: Cl[CH2:2][CH2:3][CH:4]1[CH2:9][CH2:8][CH2:7][CH2:6][N:5]1[S:10]([C:13]1[C:22]2[C:17](=[CH:18][CH:19]=[CH:20][CH:21]=2)[CH:16]=[CH:15][CH:14]=1)(=[O:12])=[O:11].[I-].[Na+].C(=O)([O-])[O-].[K+].[K+].[N:31]1[CH:36]=[CH:35][CH:34]=[CH:33][C:32]=1[N:37]1[CH2:42][CH2:41][NH:40][CH2:39][CH2:38]1>C(#N)C>[C:13]1([S:10]([N:5]2[CH2:6][CH2:7][CH2:8][CH2:9][CH:4]2[CH2:3][CH2:2][N:40]2[CH2:41][CH2:42][N:37]([C:32]3[CH:33]=[CH:34][CH:35]=[CH:36][N:31]=3)[CH2:38][CH2:39]2)(=[O:12])=[O:11])[C:22]2[C:17](=[CH:18][CH:19]=[CH:20][CH:21]=2)[CH:16]=[CH:15][CH:14]=1 |f:1.2,3.4.5|. Procedure details: To a solution of 2-(2-chloroethyl)-1-(naphthalene-1-sulfonyl)piperidine (D1) (250 mg) in acetonitrile (20 ml) was added sodium iodide (12 mg), potassium carbonate (108 mg) and 1-(2-pyridyl)piperazine (143 ul). The mixture was heated at reflux overnight. After cooling to room temperature the residue was chromatographed on silica eluting with 5% methanol in dichloromethane to afford the title compound as an oil (301 mg, 87%). Trituration with diethyl ether afforded a foam. MH+ 465